Dataset: the Open Reaction Database (ORD), a public repository of structured organic reaction records. Task: describe an organic reaction: reactants, conditions, products, and yield Starting materials: C=O (formaldehyde), CN(N)C(=O)NC=1SC(=NN1)C(C)(C)C (2-Methyl-4-(5-t-butyl-1,3,4-thiadiazol-2-yl)-semicarbazide), [OH-].[K+] (potassium hydroxide). The solvent is CO (methanol). Conditions: time 20 minute. Product: CN1NCN(C1=O)C=1SC(=NN1)C(C)(C)C (2-methyl-4-(5-t-butyl-1,3,4-thiadiazol-2-yl)-1,2,4-triazolidin-3-one). RXN SMILES: [CH3:1][N:2]([C:4]([NH:6][C:7]1[S:8][C:9]([C:12]([CH3:15])([CH3:14])[CH3:13])=[N:10][N:11]=1)=[O:5])[NH2:3].[CH2:16]=O.[OH-].[K+]>CO>[CH3:1][N:2]1[C:4](=[O:5])[N:6]([C:7]2[S:8][C:9]([C:12]([CH3:15])([CH3:14])[CH3:13])=[N:10][N:11]=2)[CH2:16][NH:3]1 |f:2.3|. Procedure details: 2-Methyl-4-(5-t-butyl-1,3,4-thiadiazol-2-yl)-semicarbazide (0.1 mole) dissolved in methanol (100 ml) is charged into a glass reaction vessel equipped with a mechanical stirrer and thermometer. Aqueous formaldehyde (0.2 mole; 37% concentration) is then added to the reaction vessel with stirring. Dilute aqueous potassium hydroxide is added to the reaction mixture to adjust the pH to between 7 and 8 and stirring is continued for a period of about 20 minutes resulting in the formation of a solid pre... Reactants: Cc1nc(C)c(-c2ccc(-c3ccc(CC(=O)O)cc3Cl)cc2)nc1C(N)=O, CCN(C(C)C)C(C)C, CCN=C=NCCCN(C)C, Cl, Cl, COC(=O)CN, CN(C)C=O, On1nnc2ccccc21. The product is COC(=O)CNC(=O)Cc1ccc(-c2ccc(-c3nc(C(N)=O)c(C)nc3C)cc2)c(Cl)c1. As a reaction SMILES: [C:1]([NH2:2])(=[O:3])[c:4]1[c:5]([CH3:28])[n:6][c:7]([CH3:27])[c:8](-[c:10]2[cH:11][cH:12][c:13](-[c:16]3[c:17]([Cl:26])[cH:18][c:19]([CH2:22][C:23](=[O:24])[OH:25])[cH:20][cH:21]3)[cH:14][cH:15]2)[n:9]1.[CH2:51]([N:52]([CH:53]([CH3:54])[CH3:55])[CH:56]([CH3:57])[CH3:58])[CH3:59].[CH3:30][N:31]([CH3:32])[CH2:33][CH2:34][CH2:35][N:36]=[C:37]=[N:38][CH2:39][CH3:40].[ClH:29].[ClH:60].[NH2:61][CH2:62][C:63](=[O:64])[O:65][CH3:66].[O:67]=[CH:68][N:69]([CH3:70])[CH3:71].[n:41]1([OH:42])[c:43]2[cH:44][cH:45][cH:46][cH:47][c:48]2[n:49][n:50]1>>[C:1]([NH2:2])(=[O:3])[c:4]1[c:5]([CH3:28])[n:6][c:7]([CH3:27])[c:8](-[c:10]2[cH:11][cH:12][c:13](-[c:16]3[c:17]([Cl:26])[cH:18][c:19]([CH2:22][C:23](=[O:24])[NH:61][CH2:62][C:63](=[O:64])[O:65][CH3:66])[cH:20][cH:21]3)[cH:14][cH:15]2)[n:9]1. The reactants are BrC1=C(C(=NO1)C(=O)NC=1C(N(N(C1C)C)C1CCCCC1)=O)C (5-bromo-N-(2-cyclohexyl-1,5-dimethyl-3-oxo-2,3-dihydro-1H-pyrazol-4-yl)-4-methylisoxazole-3-carboxamide), [Br-].C1(CCCCC1)[Zn+] (cyclohexylzinc(II) bromide). The reagents and catalysts are CC(C)([P](C(C)(C)C)([Pd][P](C(C)(C)C)(C(C)(C)C)C(C)(C)C)C(C)(C)C)C (bis(tri-t-butylphosphine)palladium(0)). Solvent: CCOC(=O)C (EtOAc). Reaction conditions: temperature 100 celsius, time 30 minute. The product is C1(CCCCC1)C1=C(C(=NO1)C(=O)NC=1C(N(N(C1C)C)C1CCCCC1)=O)C (5-Cyclohexyl-N-(2-cyclohexyl-1,5-dimethyl-3-oxo-2,3-dihydro-1H-pyrazol-4-yl)-4-methylisoxazole-3-carboxamide). Reaction SMILES: Br[C:2]1[O:6][N:5]=[C:4]([C:7]([NH:9][C:10]2[C:11](=[O:23])[N:12]([CH:17]3[CH2:22][CH2:21][CH2:20][CH2:19][CH2:18]3)[N:13]([CH3:16])[C:14]=2[CH3:15])=[O:8])[C:3]=1[CH3:24].[Br-].[CH:26]1([Zn+])[CH2:31][CH2:30][CH2:29][CH2:28][CH2:27]1>CCOC(C)=O.CC(C)([P](C(C)(C)C)([Pd][P](C(C)(C)C)(C(C)(C)C)C(C)(C)C)C(C)(C)C)C>[CH:26]1([C:2]2[O:6][N:5]=[C:4]([C:7]([NH:9][C:10]3[C:11](=[O:23])[N:12]([CH:17]4[CH2:22][CH2:21][CH2:20][CH2:19][CH2:18]4)[N:13]([CH3:16])[C:14]=3[CH3:15])=[O:8])[C:3]=2[CH3:24])[CH2:31][CH2:30][CH2:29][CH2:28][CH2:27]1 |f:1.2,^1:41,47|. Reported procedure: To 5-bromo-N-(2-cyclohexyl-1,5-dimethyl-3-oxo-2,3-dihydro-1H-pyrazol-4-yl)-4-methylisoxazole-3-carboxamide (75 mg, 0.189 mmol) was added cyclohexylzinc(II) bromide (0.5M in THF) (1133 μL, 0.566 mmol) and bis(tri-t-butylphosphine)palladium(0) (9.65 mg, 0.019 mmol) and the mixture was stirred at 100° C. in the microwave for 30 minutes. The resulting mixture was diluted with EtOAc and filtered and the solvent was removed under reduced pressure. The crude material was adsorbed onto silica and purifi... Reactants: C(C)C(C(=O)O)OC1=NN(C(=C1)C(=O)O)C (ethyl (5-carboxy-1-methylpyrazol-3-yl)oxyacetic acid), CCN=C=NCCCN(C)C.Cl (EDCl), C(C(C)C)N1C(=O)N(C(=O)C(=C1N)N)CC(C)C (1,3-diisobutyl-5,6-diaminouracil). Solvent: CO (methanol), CO (methanol). Run at time 2 hour. Yields the product C(C(C)C)N1C(=O)N(C=2N=C(NC2C1=O)C1=CC(=NN1C)OCC(=O)O)CC(C)C (2-[5-(1,3-diisobutyl-xanthin-8-yl)-1-methyl-pyrazol-3-yl)oxyacetic acid). As a reaction SMILES: C([CH:3]([O:7][C:8]1[CH:12]=[C:11]([C:13](O)=O)[N:10]([CH3:16])[N:9]=1)[C:4]([OH:6])=[O:5])C.CCN=C=NCCCN(C)C.Cl.[CH2:29]([N:33]1[C:40]([NH2:41])=[C:39]([NH2:42])[C:37](=[O:38])[N:36]([CH2:43][CH:44]([CH3:46])[CH3:45])[C:34]1=[O:35])[CH:30]([CH3:32])[CH3:31]>CO>[CH2:43]([N:36]1[C:37](=[O:38])[C:39]2[NH:42][C:13]([C:11]3[N:10]([CH3:16])[N:9]=[C:8]([O:7][CH2:3][C:4]([OH:6])=[O:5])[CH:12]=3)=[N:41][C:40]=2[N:33]([CH2:29][CH:30]([CH3:32])[CH3:31])[C:34]1=[O:35])[CH:44]([CH3:46])[CH3:45] |f:1.2|. Procedure details: To a solution of ethyl (5-carboxy-1-methylpyrazol-3-yl)oxyacetic acid (0.5 mmol) and EDCl (0.5 mmol) in methanol (20 mL) was added a solution of 1,3-diisobutyl-5,6-diaminouracil (0.5 mmol), dissolved in methanol (20 mL). The mixture was stirred at room temperature for two hours, the solvent was then removed in vacuo, water added, and the solid that formed was collected by filtration and washed with additional cold water. The intermediate amide was heated in 20 mL of 2.5 N NaOH at 70° C. for 30 m... Starting materials: O=C(Cl)C(=O)Cl, ClCCl, O=C(O)c1ccc([N+](=O)[O-])cc1F, CN(C)C=O. Product: NC(=O)c1ccc([N+](=O)[O-])cc1F. Reaction SMILES: [Cl:14][C:15]([C:16]([Cl:17])=[O:18])=[O:19].[Cl:25][CH2:26][Cl:27].[F:1][c:2]1[c:3]([C:4](=[O:5])[OH:6])[cH:7][cH:8][c:9]([N+:11](=[O:12])[O-:13])[cH:10]1.[O:20]=[CH:21][N:22]([CH3:23])[CH3:24]>>[F:1][c:2]1[c:3]([C:4](=[O:5])[NH2:22])[cH:7][cH:8][c:9]([N+:11](=[O:12])[O-:13])[cH:10]1.